Dataset: the Open Reaction Database (ORD), a public repository of structured organic reaction records. Task: describe an organic reaction: reactants, conditions, products, and yield The reactants are C(C)OC(CNS(=O)(=O)C1=CN=C(S1)NC(=O)N(C1=CC=C(C=C1)S(=O)(=O)C)CC1CCCC1)=O ({2-[3-cyclopentylmethyl-3-(4-methanesulfonyl-phenyl)-ureido]-thiazole-5-sulfonylamino}-acetic acid ethyl ester), C(C)OC(CNS(=O)(=O)C1=CN=C(S1)N)=O ((2-amino-thiazole-5-sulfonylamino)-acetic acid ethyl ester), COC(=O)[C@H]1N(CCC1)S(=O)(=O)C1=CN=C(S1)N ((S)-1-(2-amino-thiazole-5-sulfonyl)-pyrrolidine-2-carboxylic acid methyl ester), C1(CCCC1)CN(C(NC=1SC=C(N1)CC(=O)O)=O)C1=CC=C(C=C1)S(=O)(=O)C ({2-[3-cyclopentylmethyl-3-(4-methanesulfonyl-phenyl)-ureido]-thiazol-4-yl}-acetic acid), C1(CCCC1)CNC1=CC=C(C=C1)S(=O)(=O)C (cyclopentylmethyl-(4-methanesulfonyl-phenyl)-amine). The product is C1(CCCC1)CN(C(NC=1SC(=CN1)S(=O)(=O)NCC(=O)O)=O)C1=CC=C(C=C1)S(=O)(=O)C ({2-[3-Cyclopentylmethyl-3-(4-methanesulfonyl-phenyl)-ureido]-thiazole-5-sulfonylamino}-acetic acid). Reaction SMILES: C([O:3][C:4](=[O:35])[CH2:5][NH:6][S:7]([C:10]1[S:14][C:13]([NH:15][C:16]([N:18]([CH2:29][CH:30]2[CH2:34][CH2:33][CH2:32][CH2:31]2)[C:19]2[CH:24]=[CH:23][C:22]([S:25]([CH3:28])(=[O:27])=[O:26])=[CH:21][CH:20]=2)=[O:17])=[N:12][CH:11]=1)(=[O:9])=[O:8])C.C1(CN(C2C=CC(S(C)(=O)=O)=CC=2)C(=O)NC2SC=C(CC(O)=O)N=2)CCCC1.C1(CNC2C=CC(S(C)(=O)=O)=CC=2)CCCC1.C(OC(=O)CNS(C1SC(N)=NC=1)(=O)=O)C.COC([C@@H]1CCCN1S(C1SC(N)=NC=1)(=O)=O)=O>>[CH:30]1([CH2:29][N:18]([C:19]2[CH:24]=[CH:23][C:22]([S:25]([CH3:28])(=[O:26])=[O:27])=[CH:21][CH:20]=2)[C:16](=[O:17])[NH:15][C:13]2[S:14][C:10]([S:7]([NH:6][CH2:5][C:4]([OH:35])=[O:3])(=[O:9])=[O:8])=[CH:11][N:12]=2)[CH2:34][CH2:33][CH2:32][CH2:31]1. Reported procedure: The title compound was prepared via {2-[3-cyclopentylmethyl-3-(4-methanesulfonyl-phenyl)-ureido]-thiazole-5-sulfonylamino}-acetic acid ethyl ester in a similar manner as described for the synthesis of {2-[3-cyclopentylmethyl-3-(4-methanesulfonyl-phenyl)-ureido]-thiazol-4-yl}-acetic acid, using cyclopentylmethyl-(4-methanesulfonyl-phenyl)-amine and (2-amino-thiazole-5-sulfonylamino)-acetic acid ethyl ester the latter prepared in a similar manner as (S)-1-(2-amino-thiazole-5-sulfonyl)-pyrrolidine-... Starting materials: CC(=O)OC(C)=O, ClC(Cl)Cl, O=C(O)CC(CC(=O)O)C(F)(F)F. The product is O=C1CC(C(F)(F)F)CC(=O)O1. As a reaction SMILES: [CH3:14][C:15]([O:16][C:17](=[O:18])[CH3:19])=[O:20].[Cl:21][CH:22]([Cl:23])[Cl:24].[F:1][C:2]([CH:3]([CH2:4][C:5](=[O:6])[OH:7])[CH2:8][C:9](=[O:10])[OH:11])([F:12])[F:13]>>[F:1][C:2]([CH:3]1[CH2:4][C:5](=[O:6])[O:10][C:9](=[O:11])[CH2:8]1)([F:12])[F:13]. The reactants are CN1C(CC(CC1(C)C)N)(C)C (1,2,2,6,6-pentamethylpiperidin-4-amine), CCN(C(C)C)C(C)C (DIPEA), S1C2=C(C=C1C=1N=NC(=CC1)Cl)C=CC=C2 (3-(benzo[b]thiophen-2-yl)-6-chloropyridazine). The solvent is CCOC(=O)C (EtOAc), C(CCC)O (n-butanol). Reaction conditions: temperature 180 celsius. Yields the product S1C2=C(C=C1C1=CC=C(N=N1)NC1CC(N(C(C1)(C)C)C)(C)C)C=CC=C2 (6-(benzo[b]thiophen-2-yl)-N-(1,2,2,6,6-pentamethylpiperidin-4-yl)pyridazin-3-amine). The yield is 16.0%. Reaction SMILES: [S:1]1[C:5]([C:6]2[N:7]=[N:8][C:9](Cl)=[CH:10][CH:11]=2)=[CH:4][C:3]2[CH:13]=[CH:14][CH:15]=[CH:16][C:2]1=2.[CH3:17][N:18]1[C:23]([CH3:25])([CH3:24])[CH2:22][CH:21]([NH2:26])[CH2:20][C:19]1([CH3:28])[CH3:27].CCN(C(C)C)C(C)C>C(O)CCC.CCOC(C)=O>[S:1]1[C:5]([C:6]2[N:7]=[N:8][C:9]([NH:26][CH:21]3[CH2:20][C:19]([CH3:27])([CH3:28])[N:18]([CH3:17])[C:23]([CH3:25])([CH3:24])[CH2:22]3)=[CH:10][CH:11]=2)=[CH:4][C:3]2[CH:13]=[CH:14][CH:15]=[CH:16][C:2]1=2. Procedure: To a suspension of 3-(benzo[b]thiophen-2-yl)-6-chloropyridazine (100 mg, 0.41 mmol) in n-butanol (2 mL) in a 2 mL microwave vial was added 1,2,2,6,6-pentamethylpiperidin-4-amine (276 mg, 1.62 mmol) and DIPEA (0.14 mL, 0.81 mmol). The reaction vessel was sealed and heated via microwave radiation for 180 min at 180° C. The crude reaction mixture was diluted in EtOAc. The organic layer was washed with water (5×), brine, dried over MgSO4, filtered and concentrated. The crude product was purified via... Reactants: ClC1=CC(=C(N=N1)C(=O)OC)NC1=NC(=CC=C1)C(C)C (Methyl 6-chloro-4-(6-isopropylpyridin-2-ylamino)pyridazine-3-carboxylate), N (ammonia), N (ammonia). Run in CO (methanol). Conditions: temperature 50 celsius, time 24 hour. The product is ClC1=CC(=C(N=N1)C(=O)N)NC1=NC(=CC=C1)C(C)C (6-chloro-4-(6-isopropylpyridin-2-ylamino)pyridazine-3-carboxamide). Isolated yield 109.6%. Reaction SMILES: [Cl:1][C:2]1[N:7]=[N:6][C:5]([C:8](OC)=[O:9])=[C:4]([NH:12][C:13]2[CH:18]=[CH:17][CH:16]=[C:15]([CH:19]([CH3:21])[CH3:20])[N:14]=2)[CH:3]=1.[NH3:22]>CO>[Cl:1][C:2]1[N:7]=[N:6][C:5]([C:8]([NH2:22])=[O:9])=[C:4]([NH:12][C:13]2[CH:18]=[CH:17][CH:16]=[C:15]([CH:19]([CH3:21])[CH3:20])[N:14]=2)[CH:3]=1. Procedure details: Methyl 6-chloro-4-(6-isopropylpyridin-2-ylamino)pyridazine-3-carboxylate (99 mg, 322 μmol) was added to a pressure tube followed by ammonia (7M in methanol, 3.94 g, 5 mL, 35.0 mmol). The mixture was heated to 50° C. for 18 h, and then additional 7 N ammonia in methanol (7.5 mL) was added. After 24 h, the mixture was cooled, filtered and dried to afford 6-chloro-4-(6-isopropylpyridin-2-ylamino)pyridazine-3-carboxamide (103 mg, 100%) as a yellow solid. 1H NMR (400 MHz, CHLOROFORM-d) δ ppm 11.58 (b... Starting materials: cyclic carbonate, NC=1C=C2C=CN=C(C2=CC1)N(C(=O)OC(C)(C)C)C(=O)OC(C)(C)C (6-amino-1-bis(tert-butoxy carbonyl)aminoisoquinoline), C(C)(C)(C)C1=CC=C(C=C1)N1C([C@H](OCC1)[C@H](C(=O)O)O)=O ((2R)-2-[(2R)-4-(4-tert-butylphenyl)-3-oxomorpholin-2-yl]-2-hydroxyacetic acid), NC1=C(C=C(C#N)C=C1)F (4-amino-3-fluorobenzonitrile). The product is C(C)(C)(C)C1=CC=C(C=C1)N1C([C@H](OCC1)[C@H](C(=O)NC1=C(C=C(C=C1)C#N)F)O)=O ((2R)-2-[(2R)-4-(4-tert-butylphenyl)-3-oxomorpholin-2-yl]-N-(4-cyano-2-fluorophenyl)-2-hydroxyacetamide). As a reaction SMILES: [C:1]([C:5]1[CH:10]=[CH:9][C:8]([N:11]2[CH2:16][CH2:15][O:14][C@H:13]([C@@H:17]([OH:21])[C:18]([OH:20])=O)[C:12]2=[O:22])=[CH:7][CH:6]=1)([CH3:4])([CH3:3])[CH3:2].[NH2:23][C:24]1[CH:31]=[CH:30][C:27]([C:28]#[N:29])=[CH:26][C:25]=1[F:32].NC1C=C2C(=CC=1)C(N(C(OC(C)(C)C)=O)C(OC(C)(C)C)=O)=NC=C2>>[C:1]([C:5]1[CH:6]=[CH:7][C:8]([N:11]2[CH2:16][CH2:15][O:14][C@H:13]([C@@H:17]([OH:21])[C:18]([NH:23][C:24]3[CH:31]=[CH:30][C:27]([C:28]#[N:29])=[CH:26][C:25]=3[F:32])=[O:20])[C:12]2=[O:22])=[CH:9][CH:10]=1)([CH3:4])([CH3:3])[CH3:2]. Procedure details: According to the Step 1-3 in synthetic method for EXAMPLE 1, a cyclic carbonate analogue (0.2 g) derived from compound 52-4 and 4-amino-3-fluorobenzonitrile (81.7 mg) were used instead of 1-2 and 6-amino-1-bis(tert-butoxy carbonyl)aminoisoquinoline, under high concentration condition (1M), to obtain compound 67-1 (130 mg) as a colorless amorphous solid. The reactants are CCOC(OCC)OCC, N#Cc1nn(-c2c(Cl)cc(C(F)(F)F)cc2Cl)c(N)c1S(=O)C(F)(F)F, O. Product: CCOC=Nc1c(S(=O)C(F)(F)F)c(C#N)nn1-c1c(Cl)cc(C(F)(F)F)cc1Cl. RXN SMILES: [CH:27]([O:28][CH2:29][CH3:30])([O:31][CH2:32][CH3:33])[O:34][CH2:35][CH3:36].[NH2:1][c:2]1[c:3]([S:21](=[O:22])[C:23]([F:24])([F:25])[F:26])[c:4]([C:19]#[N:20])[n:5][n:6]1-[c:7]1[c:8]([Cl:9])[cH:10][c:11]([C:15]([F:16])([F:17])[F:18])[cH:12][c:13]1[Cl:14].[OH2:37]>>[N:1]([c:2]1[c:3]([S:21](=[O:22])[C:23]([F:24])([F:25])[F:26])[c:4]([C:19]#[N:20])[n:5][n:6]1-[c:7]1[c:8]([Cl:9])[cH:10][c:11]([C:15]([F:16])([F:17])[F:18])[cH:12][c:13]1[Cl:14])=[CH:27][O:28][CH2:29][CH3:30]. Procedure details: tert-Butyl(3S,5R)-3-[{[5-(hydroxymethyl)-1-phenyl-1H-1,2,3-triazol-4-yl]carbonyl}(2-methylpropyl)amino]-5-(morpholin-4-ylcarbonyl)piperidine-1-carboxylate (215 mg) was dissolved in DMF (3 ml), sodium hydride (50% in oil, 30 mg) was added under ice-cooling. The reaction mixture was stirred at room temperature for 30 min, 1-bromo-2-methoxyethane (55 μl) was added under ice-cooling, and the mixture was further stirred at room temperature for 14 hr. The reaction mixture was diluted with saturated aq... The product is COCCOCC1=C(N=NN1C1=CC=CC=C1)C(=O)N([C@@H]1CN(C[C@@H](C1)C(=O)N1CCOCC1)C(=O)OC(C)(C)C)CC(C)C (tert-butyl(3S,5R)-3-[({5-[(2-methoxyethoxy)methyl]-1-phenyl-1H-1,2,3-triazol-4-yl}carbonyl)(2-methylpropyl)amino]-5-(morpholin-4-ylcarbonyl)piperidine-1-carboxylate). Run at time 30 minute. Reaction SMILES: [OH:1][CH2:2][C:3]1[N:7]([C:8]2[CH:13]=[CH:12][CH:11]=[CH:10][CH:9]=2)[N:6]=[N:5][C:4]=1[C:14]([N:16]([CH2:38][CH:39]([CH3:41])[CH3:40])[C@H:17]1[CH2:22][C@@H:21]([C:23]([N:25]2[CH2:30][CH2:29][O:28][CH2:27][CH2:26]2)=[O:24])[CH2:20][N:19]([C:31]([O:33][C:34]([CH3:37])([CH3:36])[CH3:35])=[O:32])[CH2:18]1)=[O:15].[H-].[Na+].Br[CH2:45][CH2:46][O:47][CH3:48]>CN(C=O)C.C(=O)([O-])O.[Na+]>[CH3:48][O:47][CH2:46][CH2:45][O:1][CH2:2][C:3]1[N:7]([C:8]2[CH:13]=[CH:12][CH:11]=[CH:10][CH:9]=2)[N:6]=[N:5][C:4]=1[C:14]([N:16]([CH2:38][CH:39]([CH3:41])[CH3:40])[C@H:17]1[CH2:22][C@@H:21]([C:23]([N:25]2[CH2:30][CH2:29][O:28][CH2:27][CH2:26]2)=[O:24])[CH2:20][N:19]([C:31]([O:33][C:34]([CH3:35])([CH3:36])[CH3:37])=[O:32])[CH2:18]1)=[O:15] |f:1.2,5.6|. The reactants are [H-].[Na+] (sodium hydride), OCC1=C(N=NN1C1=CC=CC=C1)C(=O)N([C@@H]1CN(C[C@@H](C1)C(=O)N1CCOCC1)C(=O)OC(C)(C)C)CC(C)C (tert-Butyl(3S,5R)-3-[{[5-(hydroxymethyl)-1-phenyl-1H-1,2,3-triazol-4-yl]carbonyl}(2-methylpropyl)amino]-5-(morpholin-4-ylcarbonyl)piperidine-1-carboxylate), BrCCOC (1-bromo-2-methoxyethane). Solvent: C(O)([O-])=O.[Na+] (sodium hydrogen carbonate), CN(C)C=O (DMF). Starting materials: C1(=CC=CC=C1)CCCN (3-phenylpropan-1-amine), C1N(CC=2C=NC=CC21)C(=O)NC2=CC=C(N=N2)C(=O)O (6-(2,3-dihydro-1H-pyrrolo[3,4-c]pyridine-2-carboxamido)pyridazine-3-carboxylic acid), C1N(CC2=CC=CC=C12)C(=O)NC1=CC=C(C(=O)O)C=C1 (4-(isoindoline-2-carboxamido)benzoic acid). Product: C1(CCCC1)CNC(=O)C1=CC=C(N=N1)NC(=O)N1CC=2C=NC=CC2C1 (N-{6-[(cyclopentylmethyl)carbamoyl]pyridazin-3-yl}-1,3-dihydro-2H-pyrrolo[3,4-c]pyridine-2-carboxamide). RXN SMILES: [C:1]1([CH2:7][CH2:8][CH2:9][NH2:10])[CH:6]=[CH:5]C=CC=1.[CH2:11]1[C:19]2[CH:18]=[CH:17][N:16]=[CH:15][C:14]=2[CH2:13][N:12]1[C:20]([NH:22][C:23]1[N:28]=[N:27][C:26]([C:29](O)=[O:30])=[CH:25][CH:24]=1)=[O:21].C1C2C(=CC=CC=2)CN1C(NC1C=CC(C(O)=O)=CC=1)=O>>[CH:8]1([CH2:9][NH:10][C:29]([C:26]2[N:27]=[N:28][C:23]([NH:22][C:20]([N:12]3[CH2:11][C:19]4[CH:18]=[CH:17][N:16]=[CH:15][C:14]=4[CH2:13]3)=[O:21])=[CH:24][CH:25]=2)=[O:30])[CH2:5][CH2:6][CH2:1][CH2:7]1. Procedure: The title compound was prepared as described in Example 1C, substituting cyclopentylmethamine for 3-phenylpropan-1-amine and 6-(2,3-dihydro-1H-pyrrolo[3,4-c]pyridine-2-carboxamido)pyridazine-3-carboxylic acid for 4-(isoindoline-2-carboxamido)benzoic acid. 1H NMR (300 MHz, DMSO-d6) δ 10.03 (bs, 1H), 8.95 (t, J=6.1 Hz, 1H), 8.62 (s, 1H), 8.51 (d, J=5.0 Hz, 1H), 8.29 (d, J=9.3 Hz, 1H), 8.11 (d, J=9.3 Hz, 1H), 7.44 (d, J=5.1 Hz, 1H), 4.99-4.75 (m, 4H), 3.28-3.20 (m, 2H), 2.31-2.13 (m, 1H), 1.75-1.38... RXN SMILES: [Cl:1][C:2]1[C:11]2[C:6](=[CH:7][CH:8]=[CH:9][CH:10]=2)[C:5]2=[N:12][N:13]=[C:14]([C:15]3[CH:19]=[C:18]([CH2:20]C)[O:17][N:16]=3)[N:4]2[N:3]=1.N1C=CC=C[C:23]=1CO>>[Cl:1][C:2]1[C:11]2[C:6](=[CH:7][CH:8]=[CH:9][CH:10]=2)[C:5]2=[N:12][N:13]=[C:14]([C:15]3[C:19]([CH3:23])=[C:18]([CH3:20])[O:17][N:16]=3)[N:4]2[N:3]=1. Procedure: The title-compound was prepared from 6-chloro-3-(5-ethylisoxazol-3-yl)-1,2,4-triazolo[3,4-a]phthalazine and 2-pyridylcarbinol using the procedure given for Example 1, 1H NMR (360 MHz, CDCl3) δ 1.42 (3H, t, J=7.6 Hz, Me), 2.93 (2H, q, J=7.5 Hz, CH2), 5.78 (2H, s, CH2O), 6.83 (1H, s, Ar—H), 7.29 (1H, m, Ar—H), 7.75-7.85 (3H, m, 3 of Ar—H), 7.99 (1H, m, Ar—H), 8.33 (1H, d, J=7.8 Hz, Ar—H), 8.64-8.72 (2H, m, Ar—H); MS (ES30) m/e 373 [MH]+. Product: ClC1=NN2C(C3=CC=CC=C13)=NN=C2C2=NOC(=C2C)C (6-chloro-3-(4,5-dimethylisoxazol-3-yl)-1,2,4-triazolo[3,4-a]phthalazine). The reactants are ClC1=NN2C(C3=CC=CC=C13)=NN=C2C2=NOC(=C2)CC (6-chloro-3-(5-ethylisoxazol-3-yl)-1,2,4-triazolo[3,4-a]phthalazine), N1=C(C=CC=C1)CO (2-pyridylcarbinol). The reactants are [N+](=O)([O-])C1=CC=C(C=C1)N1CCC(C1)N (1-(4-nitrophenyl)pyrrolidin-4-ylamine), Cl.C(N)(=N)N1N=CC=C1 (1-amidinopyrazole monohydrochloride). The solvent is CN(C)C=O (DMF). Yields the product [N+](=O)([O-])C1=CC=C(C=C1)N1CC(CC1)NC(=N)N (N-[1-(4-nitrophenyl)pyrrolidin-3-yl]guanidine). Yield: 891.5%. As a reaction SMILES: [N+:1]([C:4]1[CH:9]=[CH:8][C:7]([N:10]2[CH2:14][CH:13]([NH2:15])[CH2:12][CH2:11]2)=[CH:6][CH:5]=1)([O-:3])=[O:2].Cl.[C:17](N1C=CC=N1)(=[NH:19])[NH2:18]>CN(C=O)C>[N+:1]([C:4]1[CH:9]=[CH:8][C:7]([N:10]2[CH2:11][CH2:12][CH:13]([NH:15][C:17]([NH2:19])=[NH:18])[CH2:14]2)=[CH:6][CH:5]=1)([O-:3])=[O:2] |f:1.2|. Reported procedure: 2.07 g (0.01 mol) of [1-(4-nitrophenyl)pyrrolidin-3-yl]amine (2) was heated to 90° C. in 10 ml of DMF. 1.32 g (0.0009 mol) of 1-amidinopyrazole monohydrochloride was added slowly to the reaction medium. The mixture was heated for 8 hours. A yellow solid was thus precipitated. The solid thus obtained was filtered off, washed with ethanol and dried under vacuum to give 2 g of a yellow powder (3) (70%).